This data is from the Open Reaction Database (ORD), a public repository of structured organic reaction records. The task is: describe an organic reaction: reactants, conditions, products, and yield Starting materials: CC(=C[C@@H]1[C@@H](C1(C)C)C(=O)O)C (cis chrysanthemic acid), [Br-].[Br-].[Br-].[Al+3] (aluminum tribromide). Run in C1(=CC=CC=C1)C (toluene), C1(=CC=CC=C1)C (toluene). Conditions: time 10 minute. Product: CC(=CC1C(C1(C)C)C(=O)O)C (chrysanthemic acid). The yield is 98.5%. Reaction SMILES: [CH3:1][C:2]([CH3:12])=[CH:3][C@H:4]1[C:6]([CH3:8])([CH3:7])[C@H:5]1[C:9]([OH:11])=[O:10].[Br-].[Br-].[Br-].[Al+3]>C1(C)C=CC=CC=1>[CH3:1][C:2]([CH3:12])=[CH:3][CH:4]1[C:6]([CH3:7])([CH3:8])[CH:5]1[C:9]([OH:11])=[O:10] |f:1.2.3.4|. Procedure details: To a solution of cis chrysanthemic acid (2.0 g) in toluene (20 ml) was added a solution of aluminum tribromide (32 mg) in toluene (2.2 ml) at room temperature under a nitrogen atmosphere. Irradiation with a xenon lamp (500 W) was made for 10 minutes under stirring. After the irradiation was over, similar after-treatment as in Example 30 was applied to obtain chrysanthemic acid (1.97 g). The isomer ratio of the product was cis, 6.8%; and trans, 93.2%.